From a dataset of the Open Reaction Database (ORD), a public repository of structured organic reaction records. describe an organic reaction: reactants, conditions, products, and yield The product is [I-].CC1=CC=C(C=C1)C=1C=CC2=C(C=C(CCC2)C(=O)NC2=CC=C(C[N+]3(CCCCC3)C)C=C2)C1 (1-(N-(2-(4-methylphenyl)-6,7-dihydro-5H-benzocycloheptene-8-carbonyl)-4-aminobenzyl)-1-methylpiperidinium iodide). Starting materials: CC1=CC=C(C=C1)C=1C=CC2=C(C=C(CCC2)C(=O)NC2=CC=C(C=C2)CN2CCCCC2)C1 (2-(4-methylphenyl)-N-(4-piperidinomethylphenyl)-6,7-dihydro-5H-benzocycloheptene-8-carboxamide), CI (methyl iodide). Reported procedure: A solution of 2-(4-methylphenyl)-N-(4-piperidinomethylphenyl)-6,7-dihydro-5H-benzocycloheptene-8-carboxamide (0.26 g) and methyl iodide (0.15 ml) in dimethylformamide (15 ml) was stirred at room temperature over night. The solvent was evaporated, and to the residue was added ethyl acetate. Precipitated crude crystal was filtered, which were recrystallized from ethanol-ethyl acetate to give 1-(N-(2-(4-methylphenyl)-6,7-dihydro-5H-benzocycloheptene-8-carbonyl)-4-aminobenzyl)-1-methylpiperidinium i... Solvent: CN(C=O)C (dimethylformamide). As a reaction SMILES: [CH3:1][C:2]1[CH:7]=[CH:6][C:5]([C:8]2[CH:9]=[CH:10][C:11]3[CH2:17][CH2:16][CH2:15][C:14]([C:18]([NH:20][C:21]4[CH:26]=[CH:25][C:24]([CH2:27][N:28]5[CH2:33][CH2:32][CH2:31][CH2:30][CH2:29]5)=[CH:23][CH:22]=4)=[O:19])=[CH:13][C:12]=3[CH:34]=2)=[CH:4][CH:3]=1.[CH3:35][I:36]>CN(C)C=O>[I-:36].[CH3:1][C:2]1[CH:7]=[CH:6][C:5]([C:8]2[CH:9]=[CH:10][C:11]3[CH2:17][CH2:16][CH2:15][C:14]([C:18]([NH:20][C:21]4[CH:22]=[CH:23][C:24]([CH2:27][N+:28]5([CH3:35])[CH2:29][CH2:30][CH2:31][CH2:32][CH2:33]5)=[CH:25][CH:26]=4)=[O:19])=[CH:13][C:12]=3[CH:34]=2)=[CH:4][CH:3]=1 |f:3.4|. Starting materials: COC(=O)[C@]12[C@@H]([C@H]3CCC4[C@]5(CC=C(C([C@@H]5CC[C@]4([C@@]3(CC1)C)C)(C)C)C=1C=C(C(=O)O)C=CC1)C)[C@@H](CC2)C(=C)C (3-((1R,3aS,5aR,5bR,7aR,11aS,13aR,13bR)-3a-(methoxycarbonyl)-5a,5b,8,8,11a-pentamethyl-1-(prop-1-en-2-yl)-2,3,3a,4,5,5a,5b,6,7,7a,8,11,11a,11b,12,13,13a,13b-octadecahydro-1H-cyclopenta[a]chrysen-9-yl)benzoic acid), [Br-].[Li+] (lithium bromide). Run in CN(C)C=O (DMF). Conditions: temperature 100 celsius. Yields the product C(=O)(O)C=1C=C(C=CC1)C=1C([C@@H]2CC[C@]3([C@@]4(CC[C@@]5([C@@H]([C@H]4CCC3[C@]2(CC1)C)[C@@H](CC5)C(=C)C)C(=O)O)C)C)(C)C ((1R,3aS,5aR,5bR,7aR,11aS,13aR,13bR)-9-(3-carboxyphenyl)-5a,5b,8,8,11a-pentamethyl-1-(prop-1-en-2-yl)-2,3,3a,4,5,5a,5b,6,7,7a,8,11,11a,11b,12,13,13a,13b-octadecahydro-1H-cyclopenta[a]chrysene-3a-carboxylic acid). The yield is 18.3%. As a reaction SMILES: C[O:2][C:3]([C@:5]12[CH2:39][CH2:38][C@@H:37]([C:40]([CH3:42])=[CH2:41])[C@@H:6]1[C@@H:7]1[C@@:20]([CH3:23])([CH2:21][CH2:22]2)[C@@:19]2([CH3:24])[CH:10]([C@:11]3([CH3:36])[C@@H:16]([CH2:17][CH2:18]2)[C:15]([CH3:26])([CH3:25])[C:14]([C:27]2[CH:28]=[C:29]([CH:33]=[CH:34][CH:35]=2)[C:30]([OH:32])=[O:31])=[CH:13][CH2:12]3)[CH2:9][CH2:8]1)=[O:4].[Br-].[Li+]>CN(C=O)C>[C:30]([C:29]1[CH:28]=[C:27]([C:14]2[C:15]([CH3:26])([CH3:25])[C@H:16]3[C@:11]([CH3:36])([CH2:12][CH:13]=2)[CH:10]2[C@:19]([CH3:24])([C@@:20]4([CH3:23])[C@H:7]([CH2:8][CH2:9]2)[C@H:6]2[C@H:37]([C:40]([CH3:42])=[CH2:41])[CH2:38][CH2:39][C@:5]2([C:3]([OH:4])=[O:2])[CH2:22][CH2:21]4)[CH2:18][CH2:17]3)[CH:35]=[CH:34][CH:33]=1)([OH:32])=[O:31] |f:1.2|. Procedure details: A mixture of 3-((1R,3aS,5aR,5bR,7aR,11aS,13aR,13bR)-3a-(methoxycarbonyl)-5a,5b,8,8,11a-pentamethyl-1-(prop-1-en-2-yl)-2,3,3a,4,5,5a,5b,6,7,7a,8,11,11a,11b,12,13,13a,13b-octadecahydro-1H-cyclopenta[a]chrysen-9-yl)benzoic acid (140 mg, 0.244 mmol) and lithium bromide (425 mg, 4.89 mmol) in DMF (2 mL) was heated to 100° C. for 2 days. TLC indicated starting material was consumed and desired product was observed. The reaction mixture was filtered and the clear solution was purified by HPLC to provid... The reactants are CC(=O)O, COC(=O)COc1ccc([N+](=O)[O-])cc1C, CO. Product: COC(=O)COc1ccc(N)cc1C. As a reaction SMILES: [C:17]([OH:18])(=[O:19])[CH3:20].[CH3:1][O:2][C:3]([CH2:4][O:5][c:6]1[c:7]([CH3:15])[cH:8][c:9]([N+:12]([O-:13])=[O:14])[cH:10][cH:11]1)=[O:16].[CH3:21][OH:22]>>[CH3:1][O:2][C:3]([CH2:4][O:5][c:6]1[c:7]([CH3:15])[cH:8][c:9]([NH2:12])[cH:10][cH:11]1)=[O:16]. Reactants: C(C=C)C1=C(C=CC(=C1)C(F)(F)F)O (2-allyl-4-(trifluoromethyl)phenol). Reagents/catalysts: [Pd] (Pd/C). The solvent is CCO (EtOH). Run at time 2 hour. The product is C(CC)C1=C(C=CC(=C1)C(F)(F)F)O (2-propyl-4-(trifluoromethyl)phenol). Reaction SMILES: [CH2:1]([C:4]1[CH:9]=[C:8]([C:10]([F:13])([F:12])[F:11])[CH:7]=[CH:6][C:5]=1[OH:14])[CH:2]=[CH2:3]>CCO.[Pd]>[CH2:1]([C:4]1[CH:9]=[C:8]([C:10]([F:12])([F:13])[F:11])[CH:7]=[CH:6][C:5]=1[OH:14])[CH2:2][CH3:3]. Procedure details: The crude 2-allyl-4-(trifluoromethyl)phenol from Example 90 was dissolved in EtOH (5 mL), 10% Pd/C (20 mg) was added, and the mixture was stirred under an atmosphere of hydrogen at rt for 2 h. The catalyst was removed by filtration. The filtrate was concentrated under reduced pressure, and the residue was purified by silica gel flash chromatography (EtOAc/hexane (v/v) 1:10). This gave 91 mg (45% over 2 steps) of the title compound as a colorless oil. 1H NMR (400 MHz, CDCl3): δ 1.00 (t, 3H), 1.68... Procedure: 2-(2,5-Difluorophenyl)-6-(5-nitropyridin-2-yloxy)chroman-4-ol was prepared as described for 5-nitro-2-(2-phenylchroman-6-yloxy)pyridine in Example 1(b) starting from 200 mg of 2-(2,5-difluorophenyl)chroman-4,6-diol (Example 14(b)). The product was purified on preparative TLC-plate covered with silica gel using toluene-ethyl acetate (4:1) as an eluant. 1H NMR (400 MHz, CDCl3) δ: 9.03 (d, 1H, J 2.8 Hz), 8.50 (dd, 1H, J 9.1, 2.8 Hz), 7-36-7.33 (m, 2H), 7.08-6.95 (m, 5H), 5.50 (d, 1H, J 11.1 Hz), 5.... Reaction SMILES: [N+:1]([C:4]1[CH:5]=[CH:6][C:7](OC2C=C3C(=CC=2)OC(C2C=CC=CC=2)CC3)=[N:8][CH:9]=1)([O-:3])=[O:2].[F:27][C:28]1[CH:33]=[CH:32][C:31]([F:34])=[CH:30][C:29]=1[CH:35]1[CH2:44][CH:43]([OH:45])[C:42]2[C:37](=[CH:38][CH:39]=[C:40]([OH:46])[CH:41]=2)[O:36]1>>[F:27][C:28]1[CH:33]=[CH:32][C:31]([F:34])=[CH:30][C:29]=1[CH:35]1[CH2:44][CH:43]([OH:45])[C:42]2[C:37](=[CH:38][CH:39]=[C:40]([O:46][C:7]3[CH:6]=[CH:5][C:4]([N+:1]([O-:3])=[O:2])=[CH:9][N:8]=3)[CH:41]=2)[O:36]1. The reactants are [N+](=O)([O-])C=1C=CC(=NC1)OC=1C=C2CCC(OC2=CC1)C1=CC=CC=C1 (5-nitro-2-(2-phenylchroman-6-yloxy)pyridine), FC1=C(C=C(C=C1)F)C1OC2=CC=C(C=C2C(C1)O)O (2-(2,5-difluorophenyl)chroman-4,6-diol). Product: FC1=C(C=C(C=C1)F)C1OC2=CC=C(C=C2C(C1)O)OC1=NC=C(C=C1)[N+](=O)[O-] (2-(2,5-Difluorophenyl)-6-(5-nitropyridin-2-yloxy)chroman-4-ol). The reactants are CN=C=S (methyl isothiocyanate), C (charcoal), C1(=CC=CC=C1)C1S(CCC1)=O (2-phenyltetrahydrothiophene-1-oxide), C(C)(C)NC(C)C (di-isopropylamine), solution, C(CCC)[Li] (n-butyllithium), same product. The solvent is mixture, O1CCCC1 (tetrahydrofuran), C(C)(=O)OCC (ethyl acetate), O (water), O1CCCC1 (tetrahydrofuran), CN(P(N(C)C)(N(C)C)=O)C (hexamethylphosphoric triamide), C(C)O (ethanol), mixture, O1CCCC1 (tetrahydrofuran), CN(P(N(C)C)(N(C)C)=O)C (hexamethylphosphoric triamide), mixture, CN(P(N(C)C)(N(C)C)=O)C (hexamethylphosphoric triamide), CCCCCC (hexane). Reaction conditions: temperature 20 celsius, time 15 minute. The product is CNC(=S)C1(S(CCC1)=O)C1=CC=CC=C1 (N-methyl-2-phenyltetrahydrothiophene-2-carbothioamide-1-oxide). Isolated yield 47.4%. As a reaction SMILES: C([Li])CCC.C(NC(C)C)(C)C.[C:13]1([CH:19]2[CH2:23][CH2:22][CH2:21][S:20]2=[O:24])[CH:18]=[CH:17][CH:16]=[CH:15][CH:14]=1.[CH3:25][N:26]=[C:27]=[S:28].C>CCCCCC.C(O)C.C(OCC)(=O)C.O.O1CCCC1.CN(C)P(=O)(N(C)C)N(C)C>[CH3:25][NH:26][C:27]([C:19]1([C:13]2[CH:14]=[CH:15][CH:16]=[CH:17][CH:18]=2)[CH2:23][CH2:22][CH2:21][S:20]1=[O:24])=[S:28]. Procedure details: To 97.5 cc of a 1.6M solution of n-butyllithium in hexane maintained in an atmosphere of argon at a temperature of about -60° C., add, dropwise, over 15 minutes, a solution of 16 g of di-isopropylamine in 90 cc of a mixture of anhydrous hexamethylphosphoric triamide and anhydrous tetrahydrofuran (47:53 v/v) and stir the mixture for 10 minutes. Then add, dropwise, over 15 minutes, a solution of 22.5 g of 2-phenyltetrahydrothiophene-1-oxide in 90 cc of the mixture of anhydrous hexamethylphosphoric... Starting materials: C(#C)C(CCC)OC=1C=C2CCC(OC2=C(C1F)F)CCCCC (6-(1-ethynylbutoxy)-7,8-difluoro-2-pentylchroman). Solvent: C(C)N(C1=CC=CC=C1)CC (N,N-diethylaniline), CC(C)(C)OC (MTBE). The product is FC1=C2C(=C3C=CC(OC3=C1F)CCC)CCC(O2)CCCCC (5,6-difluoro-3-pentyl-8-propyl-1,2,3,8-tetrahydropyrano[3,2-f]-chromene). As a reaction SMILES: [C:1]([CH:3]([O:7][C:8]1[CH:9]=[C:10]2[C:15](=[C:16]([F:19])[C:17]=1[F:18])[O:14][CH:13]([CH2:20][CH2:21][CH2:22][CH2:23][CH3:24])[CH2:12][CH2:11]2)[CH2:4][CH2:5][CH3:6])#[CH:2]>C(N(CC)C1C=CC=CC=1)C.CC(OC)(C)C>[F:19][C:16]1[C:17]([F:18])=[C:8]2[C:9]([CH:2]=[CH:1][CH:3]([CH2:4][CH2:5][CH3:6])[O:7]2)=[C:10]2[CH2:11][CH2:12][CH:13]([CH2:20][CH2:21][CH2:22][CH2:23][CH3:24])[O:14][C:15]=12. Procedure details: 9.0 g (26.8 mmol) of 6-(1-ethynylbutoxy)-7,8-difluoro-2-pentylchroman are heated at 205° C. for 3 h in 90 ml of N,N-diethylaniline. The batch is diluted with MTBE and washed a number of times with 3 N HCl. The organic phase is dried using sodium sulfate and evaporated to dryness. The residue is purified by column chromatography (SiO2, n-heptane:MTBE=4:1), giving 5,6-difluoro-3-pentyl-8-propyl-1,2,3,8-tetrahydropyrano[3,2-f]-chromene as a pale-brown oil.